Dataset: the Open Reaction Database (ORD), a public repository of structured organic reaction records. Task: describe an organic reaction: reactants, conditions, products, and yield Reactants: C(C=CC1=CC=CC=C1)#N (Cinnamonitrile), N.CO (NH3 MeOH). Run in CCO (EtOH). Conditions: temperature 0 celsius, time 16 hour. Product: C1(=CC=CC=C1)/C=C/C(N)=N ((2E)-3-Phenyl-2-propenimidamide). RXN SMILES: [C:1](#[N:10])[CH:2]=[CH:3][C:4]1[CH:9]=[CH:8][CH:7]=[CH:6][CH:5]=1.[NH3:11].CO>CCO>[C:4]1(/[CH:3]=[CH:2]/[C:1](=[NH:11])[NH2:10])[CH:9]=[CH:8][CH:7]=[CH:6][CH:5]=1 |f:1.2|. Procedure: Cinnamonitrile (25.0 g, 194 mmol) was dissolved in EtOH (ethanol) (200 mL). The solution was cooled to 0° C. and HCl gas bubbled through the solution for 30 minutes. The solution was stirred at ambient temperature for 16 h and then concentrated under vacuum. The residue was dissolved in EtOH (100 mL), cooled to 0° C. and a solution of NH3/MeOH (7M, 69 mL, 484 mmol) was added dropwise through an addition funnel. Once added, the solution was allowed to warm to ambient temperature and the resulting... Reactants: N(N)C1=NCCC2=CC=CC=C12 (1-hydrazino-3,4-dihydroisoquinoline), COC1=C(C=O)C=CC=C1OC (2,3-dimethoxybenzaldehyde), Cl (hydrochloric acid). Yields the product COC1=C(C=NNC2=NCCC3=CC=CC=C23)C=CC=C1OC (1-[2-(2,3-dimethoxybenzylidene)-hydrazino]-3,4-dihydroisoquinoline). Reaction SMILES: [NH:1]([C:3]1[C:12]2[C:7](=[CH:8][CH:9]=[CH:10][CH:11]=2)[CH2:6][CH2:5][N:4]=1)[NH2:2].[CH3:13][O:14][C:15]1[C:22]([O:23][CH3:24])=[CH:21][CH:20]=[CH:19][C:16]=1[CH:17]=O.Cl>>[CH3:13][O:14][C:15]1[C:22]([O:23][CH3:24])=[CH:21][CH:20]=[CH:19][C:16]=1[CH:17]=[N:2][NH:1][C:3]1[C:12]2[C:7](=[CH:8][CH:9]=[CH:10][CH:11]=2)[CH2:6][CH2:5][N:4]=1. Procedure: In a manner similar to that of Example 4, condensation of 1-hydrazino-3,4-dihydroisoquinoline (5.7 g.) and 2,3-dimethoxybenzaldehyde (6.17 g.) and treatment of the reaction mixture with hydrochloric acid gave a solid, which was recrystallized twice from ethanol, affording 1-[2-(2,3-dimethoxybenzylidene)-hydrazino]-3,4-dihydroisoquinoline (I: X=2,3-(CH3O)2C6H3, X'=Y=Y'=Z=Z'=H) hydrochloride (8.2 g., m.p. 222°-223° C.). Starting materials: O=C([O-])[O-], CCI, CCNCC(C)(C)c1ccc([N+](=O)[O-])cc1, CC#N, [K+], [K+]. The product is CCN(CC)CC(C)(C)c1ccc([N+](=O)[O-])cc1. Reaction SMILES: [C:20](=[O:21])([O-:22])[O-:23].[CH2:17]([CH3:18])[I:19].[CH2:1]([CH3:2])[NH:3][CH2:4][C:5]([CH3:6])([c:7]1[cH:8][cH:9][c:10]([N+:13](=[O:14])[O-:15])[cH:11][cH:12]1)[CH3:16].[CH3:26][C:27]#[N:28].[K+:24].[K+:25]>>[CH2:1]([CH3:2])[N:3]([CH2:4][C:5]([CH3:6])([c:7]1[cH:8][cH:9][c:10]([N+:13](=[O:14])[O-:15])[cH:11][cH:12]1)[CH3:16])[CH2:17][CH3:18]. The reactants are BrC=1C=CC2=C(C=C(CCS2(=O)=O)C(=O)NC2=CC=C(C=C2)CN(C2CCOCC2)C)C1 (7-bromo-N-[4-[[N-methyl-N-(tetrahydropyran-4-yl)amino]methyl]phenyl]-1,1-dioxo-2,3-dihydro-1-benzothiepine-4-carboxamide), B(OC1=CC(=C(C=C1)OCCOCC)Cl)([O-])[O-] (3-chloro-4-(2-ethoxyethoxy)phenyl borate), C([O-])([O-])=O.[K+].[K+] (potassium carbonate). The reagents and catalysts are C=1C=CC(=CC1)[P](C=2C=CC=CC2)(C=3C=CC=CC3)[Pd]([P](C=4C=CC=CC4)(C=5C=CC=CC5)C=6C=CC=CC6)([P](C=7C=CC=CC7)(C=8C=CC=CC8)C=9C=CC=CC9)[P](C=1C=CC=CC1)(C=1C=CC=CC1)C=1C=CC=CC1 (tetrakistriphenylphosphinepalladium). Run in C1(=CC=CC=C1)C.C(C)O.O (toluene ethanol water). Reaction conditions: time 1 hour. Yields the product ClC=1C=C(C=CC1OCCOCC)C=1C=CC2=C(C=C(CCS2(=O)=O)C(=O)NC2=CC=C(C=C2)CN(C2CCOCC2)C)C1 (7-[3-chloro-4-(2-ethoxyethoxy)phenyl]-N-[4-[[N-methyl-N-(tetrahydropyran-4-yl)amino]methyl]phenyl]-1,1-dioxo-2,3-dihydro-1-benzothiepine-4-carboxamide). The yield is 72.9%. Reaction SMILES: Br[C:2]1[CH:3]=[CH:4][C:5]2[S:11](=[O:13])(=[O:12])[CH2:10][CH2:9][C:8]([C:14]([NH:16][C:17]3[CH:22]=[CH:21][C:20]([CH2:23][N:24]([CH3:31])[CH:25]4[CH2:30][CH2:29][O:28][CH2:27][CH2:26]4)=[CH:19][CH:18]=3)=[O:15])=[CH:7][C:6]=2[CH:32]=1.B([O-])([O-])O[C:35]1[CH:40]=[CH:39][C:38]([O:41][CH2:42][CH2:43][O:44][CH2:45][CH3:46])=[C:37]([Cl:47])[CH:36]=1.C(=O)([O-])[O-].[K+].[K+]>C1(C)C=CC=CC=1.C(O)C.O.C1C=CC([P]([Pd]([P](C2C=CC=CC=2)(C2C=CC=CC=2)C2C=CC=CC=2)([P](C2C=CC=CC=2)(C2C=CC=CC=2)C2C=CC=CC=2)[P](C2C=CC=CC=2)(C2C=CC=CC=2)C2C=CC=CC=2)(C2C=CC=CC=2)C2C=CC=CC=2)=CC=1>[Cl:47][C:37]1[CH:36]=[C:35]([C:2]2[CH:3]=[CH:4][C:5]3[S:11](=[O:12])(=[O:13])[CH2:10][CH2:9][C:8]([C:14]([NH:16][C:17]4[CH:18]=[CH:19][C:20]([CH2:23][N:24]([CH3:31])[CH:25]5[CH2:26][CH2:27][O:28][CH2:29][CH2:30]5)=[CH:21][CH:22]=4)=[O:15])=[CH:7][C:6]=3[CH:32]=2)[CH:40]=[CH:39][C:38]=1[O:41][CH2:42][CH2:43][O:44][CH2:45][CH3:46] |f:2.3.4,5.6.7,^1:70,72,91,110|. Reported procedure: Under argon atmosphere, a mixture of 7-bromo-N-[4-[[N-methyl-N-(tetrahydropyran-4-yl)amino]methyl]phenyl]-1,1-dioxo-2,3-dihydro-1-benzothiepine-4-carboxamide (300 mg), 3-chloro-4-(2-ethoxyethoxy)phenyl borate (156 mg) and potassium carbonate (160 mg) in toluene/ethanol/water (10/1/1 ml) was stirred at room temperature for 1 hour. To the mixture was added tetrakistriphenylphosphinepalladium (33 mg), and the mixture was refluxed for 6 hours, cooled, extracted with ethyl acetate, washed with satura... The reactants are CCOC(=O)c1ccccc1, COc1ccc(P2(=S)SP(=S)(c3ccc(OC)cc3)S2)cc1, Cc1ccccc1C. Product: CCOC(=S)c1ccccc1. As a reaction SMILES: [C:1]([c:2]1[cH:3][cH:4][cH:5][cH:6][cH:7]1)(=[O:8])[O:9][CH2:10][CH3:11].[CH3:12][O:13][c:14]1[cH:15][cH:16][c:17]([P:18]2(=[S:21])[S:19][P:20]([c:22]3[cH:23][cH:24][c:25]([O:26][CH3:27])[cH:28][cH:29]3)(=[S:30])[S:31]2)[cH:32][cH:33]1.[c:34]1([CH3:35])[c:36]([CH3:37])[cH:38][cH:39][cH:40][cH:41]1>>[C:1]([c:2]1[cH:3][cH:4][cH:5][cH:6][cH:7]1)([O:9][CH2:10][CH3:11])=[S:21].